Dataset: the Open Reaction Database (ORD), a public repository of structured organic reaction records. Task: describe an organic reaction: reactants, conditions, products, and yield Starting materials: C(C1=CC=CC=C1)OC=1N=NC(=CC1OCC1=CC=CC=C1)C#CC1=CC=CC=C1 (3,4-bis(benzyloxy)-6-(phenylethynyl)pyridazine), C(C1=CC=CC=C1)OC=1N=NC(=CC1OCC1=CC=CC=C1)Cl (3,4-bis(benzyloxy)-6-chloropyridazine), C(#C)C1=C(C=CC=C1)C(F)(F)F (1-ethynyl-2-(trifluoromethyl)benzene), C(C1=CC=CC=C1)OC=1N=NC(=CC1OCC1=CC=CC=C1)C#CC1=CC=CC=C1 (3,4-bis(benzyloxy)-6-(phenylethynyl)pyridazine), C(C1=CC=CC=C1)OC=1N=NC(=CC1OCC1=CC=CC=C1)Cl (3,4-bis(benzyloxy)-6-chloropyridazine). Yields the product C(C1=CC=CC=C1)OC=1N=NC(=CC1OCC1=CC=CC=C1)C#CC1=C(C=CC=C1)C(F)(F)F (3,4-bis(Benzyloxy)-6-{2-[2-(trifluoromethyl)phenyl]-ethynyl}pyridazine). As a reaction SMILES: [CH2:1]([O:8][C:9]1[N:10]=[N:11][C:12]([C:23]#[C:24][C:25]2[CH:30]=[CH:29][CH:28]=[CH:27][CH:26]=2)=[CH:13][C:14]=1[O:15][CH2:16][C:17]1[CH:22]=[CH:21][CH:20]=[CH:19][CH:18]=1)[C:2]1[CH:7]=[CH:6][CH:5]=[CH:4][CH:3]=1.C(OC1N=NC(Cl)=CC=1OCC1C=CC=CC=1)C1C=CC=CC=1.C(C1C=CC=CC=1[C:62]([F:65])([F:64])[F:63])#C>>[CH2:1]([O:8][C:9]1[N:10]=[N:11][C:12]([C:23]#[C:24][C:25]2[CH:30]=[CH:29][CH:28]=[CH:27][C:26]=2[C:62]([F:65])([F:64])[F:63])=[CH:13][C:14]=1[O:15][CH2:16][C:17]1[CH:18]=[CH:19][CH:20]=[CH:21][CH:22]=1)[C:2]1[CH:3]=[CH:4][CH:5]=[CH:6][CH:7]=1. Reported procedure: Prepared as described for 3,4-bis(benzyloxy)-6-(phenylethynyl)pyridazine (Intermediate 2) from 3,4-bis(benzyloxy)-6-chloropyridazine (Intermediate 1) and 1-ethynyl-2-(trifluoromethyl)benzene in quantitative yield. Starting materials: BrC=1C=CC(=C(C1)O)Cl (5-bromo-2-chlorophenol), C([O-])([O-])=O.[K+].[K+] (potassium carbonate), IC(C)C (2-iodopropane). Solvent: CC#N (MeCN). Reaction conditions: time 18 hour. Product: BrC1=CC(=C(C=C1)Cl)OC(C)C (4-bromo-1-chloro-2-isopropoxy-benzene). RXN SMILES: [Br:1][C:2]1[CH:3]=[CH:4][C:5]([Cl:9])=[C:6]([OH:8])[CH:7]=1.C(=O)([O-])[O-].[K+].[K+].I[CH:17]([CH3:19])[CH3:18]>CC#N>[Br:1][C:2]1[CH:3]=[CH:4][C:5]([Cl:9])=[C:6]([O:8][CH:17]([CH3:19])[CH3:18])[CH:7]=1 |f:1.2.3|. Procedure: To a solution of 5-bromo-2-chlorophenol (2.08 g, 10 mmol, 1.0 eq.) and potassium carbonate (4.15 g, 30 mmol, 3.0 eq.) in MeCN (19 mL), 2-iodopropane (1.53 mL, 15 mmol, 1.5 eq.) was added. The mixture was stirred at r.t. for 18 hours. The mixture was heated up to 50° C. and stirred at that temperature for 2.5 hours. The reaction mixture was partitioned between AcOEt and water. The layers were separated and the aq. phase was extracted with AcOEt (2×). The comb. org. extracts were washed with water... Reactants: B, C1CCOC1, CSC, N#Cc1ccc([N+](=O)[O-])cc1N. The product is NCc1ccc([N+](=O)[O-])cc1N. RXN SMILES: [BH3:4].[CH2:17]1[O:18][CH2:19][CH2:20][CH2:21]1.[CH3:1][S:2][CH3:3].[NH2:5][c:6]1[c:7]([C:8]#[N:9])[cH:10][cH:11][c:12]([N+:14](=[O:15])[O-:16])[cH:13]1>>[NH2:5][c:6]1[c:7]([CH2:8][NH2:9])[cH:10][cH:11][c:12]([N+:14](=[O:15])[O-:16])[cH:13]1. The yield is 398.5%. Reported procedure: A 1,4-dioxane (0.5 L) solution of 1H-indazol-3-amine (3.3 g) and phthalic anhydride (14.8 g) was stirred with heating under reflux for 15 hours. After cooled to room temperature, the reaction solution was evaporated under reduced pressure, water (50 mL) was added to the residue, and the precipitated solid was collected through filtration, washed with distilled water and ethyl acetate in that order, and dried to give the title compound as a white solid (26.0 g). Solvent: O1CCOCC1 (1,4-dioxane). Reaction SMILES: [NH:1]1[C:9]2[C:4](=[CH:5][CH:6]=[CH:7][CH:8]=2)[C:3]([NH2:10])=[N:2]1.[C:11]1(=O)[O:16][C:14](=[O:15])[C:13]2=[CH:17][CH:18]=[CH:19][CH:20]=[C:12]12>O1CCOCC1>[NH:1]1[C:9]2[C:4](=[CH:5][CH:6]=[CH:7][CH:8]=2)[C:3]([N:10]2[C:14](=[O:15])[C:13]3[C:12](=[CH:20][CH:19]=[CH:18][CH:17]=3)[C:11]2=[O:16])=[N:2]1. The product is N1N=C(C2=CC=CC=C12)N1C(C2=CC=CC=C2C1=O)=O (2-(1H-indazol-3-yl)-1H-isoindole-1,3(2H)-dione). Reactants: N1N=C(C2=CC=CC=C12)N (1H-indazol-3-amine), C1(C=2C(C(=O)O1)=CC=CC2)=O (phthalic anhydride). Starting materials: C1(=C(C=CC=C1)NC(=S)N)C (o-tolylthiourea), BrCC(C(=O)OCC)=O (ethyl bromopyruvate). RXN SMILES: [C:1]1([CH3:11])[CH:6]=[CH:5][CH:4]=[CH:3][C:2]=1[NH:7][C:8]([NH2:10])=[S:9].Br[CH2:13][C:14](=O)[C:15]([O:17][CH2:18][CH3:19])=[O:16]>>[C:1]1([CH3:11])[C:2]([NH:7][C:8]2[S:9][CH:13]=[C:14]([C:15]([O:17][CH2:18][CH3:19])=[O:16])[N:10]=2)=[CH:3][CH:4]=[CH:5][CH:6]=1. The product is C=1(C(=CC=CC1)NC=1SC=C(N1)C(=O)OCC)C (Ethyl 2-o-toluidinothiazole-4-carboxylate). Procedure details: Following a procedure similar to that described in Preparation 42, the desired compound was prepared from 20 g of o-tolylthiourea, 23 g of ethyl bromopyruvate and 200 ml of giving the desired compound as pale yellow prismatic crystals having the following physical properties. The reactants are FC=1C=C(C=CC1OC)[C@@H](CC)N[S@@](=O)C(C)(C)C ((S)—N—((R)-1-(3-fluoro-4-methoxyphenyl)propyl)-2-methylpropane-2-sulfinamide), Cl.CO (HCl MeOH). Solvent: CCOCC (Et2O). Conditions: time 1.5 hour. Product: Cl.FC=1C=C(C=CC1OC)[C@@H](CC)N ((R)-1-(3-Fluoro-4-methoxyphenyl)propan-1-amine hydrochloride). Yield: 78.8%. As a reaction SMILES: [F:1][C:2]1[CH:3]=[C:4]([C@H:10]([NH:13][S@](C(C)(C)C)=O)[CH2:11][CH3:12])[CH:5]=[CH:6][C:7]=1[O:8][CH3:9].[ClH:20].CO>CCOCC>[ClH:20].[F:1][C:2]1[CH:3]=[C:4]([C@H:10]([NH2:13])[CH2:11][CH3:12])[CH:5]=[CH:6][C:7]=1[O:8][CH3:9] |f:1.2,4.5|. Procedure details: To a solution of 68 (1.5 g, 5.2 mmol) in Et2O (20 mL) at 0° C. was added 3N HCl/MeOH (5.0 mL, 15 mmol). After being stirred for 1.5 h, the solid was filtered and dried in vacuo to afford 900 mg (80%) of 70a. 1H NMR (500 MHz, DMSO-d6) δ 8.56 (s, 3H), 7.44 (dd, J=12.5, 2.0 Hz, 1H), 7.29-7.20 (m, 2H), 4.08 (m, 1H), 3.84 (s, 3H), 1.97 (m, 1H), 1.78 (m, 1H), 0.73 (t, J=7.0 Hz, 3H). LCMS (ESI) m/z: 167.1 [M+H−17]+. The product is NC(=O)c1ccccc1Oc1cn[nH]c(=O)c1Cl. As a reaction SMILES: [Cl:1][c:2]1[c:3]([O:9][c:10]2[c:11]([C:12]#[N:13])[cH:14][cH:15][cH:16][cH:17]2)[cH:4][n:5][nH:6][c:7]1=[O:8].[OH2:18].[S:19](=[O:20])(=[O:21])([OH:22])[OH:23]>>[Cl:1][c:2]1[c:3]([O:9][c:10]2[c:11]([C:12]([NH2:13])=[O:18])[cH:14][cH:15][cH:16][cH:17]2)[cH:4][n:5][nH:6][c:7]1=[O:8]. Reactants: N#Cc1ccccc1Oc1cn[nH]c(=O)c1Cl, O, O=S(=O)(O)O. The reactants are NC(=O)OCC (urethane), [OH-].[K+] (potassium hydroxide), resultant mixture, ClC1=C(C=CC(=C1)Cl)NN=C(C=O)O (2-oxoacetic acid 2,4-dichlorophenylhydrazone), S(=O)(Cl)Cl (thionyl chloride), resultant mixture. The solvent is C1(=CC=CC=C1)C (toluene), O (water), C(C)(=O)OCC (ethyl acetate), C(C)O (ethanol), C1(=CC=CC=C1)C (toluene). Yields the product ClC1=C(C=CC(=C1)Cl)N1N=CC(NC1=O)=O (2-(2,4-dichlorophenyl)-1,2,4-triazine-3,5(2H,4H)-dione). Yield: 46.5%. Reaction SMILES: [Cl:1][C:2]1[CH:7]=[C:6]([Cl:8])[CH:5]=[CH:4][C:3]=1[NH:9][N:10]=[C:11](O)[CH:12]=[O:13].S(Cl)(Cl)=O.[NH2:19][C:20](OCC)=[O:21].[OH-].[K+]>C1(C)C=CC=CC=1.C(O)C.O.C(OCC)(=O)C>[Cl:1][C:2]1[CH:7]=[C:6]([Cl:8])[CH:5]=[CH:4][C:3]=1[N:9]1[C:20](=[O:21])[NH:19][C:12](=[O:13])[CH:11]=[N:10]1 |f:3.4|. Procedure details: To a stirred mixture of 5.9 g (0.025 mole) of 2-oxoacetic acid 2,4-dichlorophenylhydrazone in 100 mL of toluene was added 6.0 g (0.051 mole) of thionyl chloride. The reaction mixture was heated at reflux for 10 minutes resulting in a clear solution. This solution was cooled and the solvent was removed by evaporation under reduced pressure leaving a solid residue. This solid was dissolved in 100 mL of fresh toluene to which 2.7 g (0.030 mole) of urethane was added. The resultant mixture was heate...